Dataset: the Open Reaction Database (ORD), a public repository of structured organic reaction records. Task: describe an organic reaction: reactants, conditions, products, and yield The reactants are C[C@H](CCC)N ((2R)-2-pentanamine), ClCCl (dichloromethane), FC1=NC(=C2N=CN(C2=N1)C1OCCCC1)N (2-fluoro-9-(tetrahydro-2H-pyran-2-yl)-9H-purin-6-amine). The solvent is C(CO)O (ethylene glycol). Reaction conditions: temperature 110 celsius. Yields the product C[C@H](CCC)NC1=NC(=C2N=CN(C2=N1)C1OCCCC1)N (N2-[(1R)-1-Methylbutyl]-9-(tetrahydro-2H-pyran-2-yl)-9H-purine-2,6-diamine). As a reaction SMILES: [CH3:1][C@@H:2]([NH2:6])[CH2:3][CH2:4][CH3:5].ClCCl.F[C:11]1[N:19]=[C:18]2[C:14]([N:15]=[CH:16][N:17]2[CH:20]2[CH2:25][CH2:24][CH2:23][CH2:22][O:21]2)=[C:13]([NH2:26])[N:12]=1>C(O)CO>[CH3:1][C@@H:2]([NH:6][C:11]1[N:19]=[C:18]2[C:14]([N:15]=[CH:16][N:17]2[CH:20]2[CH2:25][CH2:24][CH2:23][CH2:22][O:21]2)=[C:13]([NH2:26])[N:12]=1)[CH2:3][CH2:4][CH3:5]. Procedure details: A crude sample of (2R)-2-pentanamine containing dichloromethane (11.12 g containing ca 3.1 g, 35.6 mmol of amine) was added to a suspension of 2-fluoro-9-(tetrahydro-2H-pyran-2-yl)-9H-purin-6-amine (5.00 g, 21.08 mmol) in ethylene glycol (50 ml). The mixture was heated at 110° C. for 20 hours and then cooled to room temperature and partitioned between water (200 ml) and ethyl acetate (200 ml). The organic phase was separated, washed with saturated brine, dried over anhydrous magnesium sulphate, ... Product: O=C(CNC(=O)c1cccc(C(F)(F)F)c1)NC1CN(C2CCC(n3cc(C(F)(F)F)ccc3=O)CC2)C1. RXN SMILES: [NH:19]1[CH2:20][CH:21]([NH:23][C:24](=[O:25])[CH2:26][NH:27][C:28]([c:29]2[cH:30][c:31]([C:35]([F:36])([F:37])[F:38])[cH:32][cH:33][cH:34]2)=[O:39])[CH2:22]1.[O:1]=[C:2]1[CH2:3][CH2:4][CH:5]([n:8]2[c:9](=[O:18])[cH:10][cH:11][c:12]([C:14]([F:15])([F:16])[F:17])[cH:13]2)[CH2:6][CH2:7]1>>[CH:2]1([N:19]2[CH2:20][CH:21]([NH:23][C:24](=[O:25])[CH2:26][NH:27][C:28]([c:29]3[cH:30][c:31]([C:35]([F:36])([F:37])[F:38])[cH:32][cH:33][cH:34]3)=[O:39])[CH2:22]2)[CH2:3][CH2:4][CH:5]([n:8]2[c:9](=[O:18])[cH:10][cH:11][c:12]([C:14]([F:15])([F:16])[F:17])[cH:13]2)[CH2:6][CH2:7]1. Reactants: O=C(CNC(=O)c1cccc(C(F)(F)F)c1)NC1CNC1, O=C1CCC(n2cc(C(F)(F)F)ccc2=O)CC1. The reactants are C1CCOC1, CO, COC(=O)C1=C(C)NC(=O)CC1c1ccc(Cl)cc1F, [Na+], [OH-], O. The product is CC1=C(C(=O)O)C(c2ccc(Cl)cc2F)CC(=O)N1. RXN SMILES: [CH2:21]1[O:22][CH2:23][CH2:24][CH2:25]1.[CH3:28][OH:29].[Cl:1][c:2]1[cH:3][c:4]([F:20])[c:5]([CH:8]2[C:9]([C:16](=[O:17])[O:18][CH3:19])=[C:10]([CH3:15])[NH:11][C:12](=[O:14])[CH2:13]2)[cH:6][cH:7]1.[Na+:27].[OH-:26].[OH2:30]>>[Cl:1][c:2]1[cH:3][c:4]([F:20])[c:5]([CH:8]2[C:9]([C:16](=[O:17])[OH:18])=[C:10]([CH3:15])[NH:11][C:12](=[O:14])[CH2:13]2)[cH:6][cH:7]1. Reactants: C(=O)(O)[O-].[Na+] (NaHCO3), NC1=C(C(=O)O)C=C(C=N1)Br (2-amino-5-bromo-nicotinic acid), C1(CC1)C(=O)NN (cyclopropanecarboxylic acid hydrazide), O (water). The solvent is O=P(Cl)(Cl)Cl (POCl3). Conditions: temperature 0 celsius. The product is BrC=1C=C(C(=NC1)N)C=1OC(=NN1)C1CC1 (5-bromo-3-(5-cyclopropyl-[1,3,4]oxadiazol-2-yl)-pyridin-2-ylamine). Isolated yield 95.4%. As a reaction SMILES: [NH2:1][C:2]1[N:10]=[CH:9][C:8]([Br:11])=[CH:7][C:3]=1[C:4]([OH:6])=O.[CH:12]1([C:15]([NH:17][NH2:18])=O)[CH2:14][CH2:13]1.O.C([O-])(O)=O.[Na+]>O=P(Cl)(Cl)Cl>[Br:11][C:8]1[CH:7]=[C:3]([C:4]2[O:6][C:15]([CH:12]3[CH2:14][CH2:13]3)=[N:17][N:18]=2)[C:2]([NH2:1])=[N:10][CH:9]=1 |f:3.4|. Reported procedure: A solution of 2-amino-5-bromo-nicotinic acid (300 mg, 1.38 mmol) and cyclopropanecarboxylic acid hydrazide (300 mg, 3.0 mmol) in POCl3 (30.0 mL) was stirred for 18 h at 65° C. The reaction mixture was distilled under reduced pressure to obtain a residue, which was cooled to 0° C. by adding iced water and neutralizing with saturated NaHCO3 solution (100 mL). The aqueous layer was extracted with ethyl acetate. The ethyl acetate layer was separated, dried over anhydrous Na2SO4 and evaporated to aff... Starting materials: C(C)(=O)C1=C(C=CC=C1)B(O)O (2-acetylphenylboronic acid), [Cl-].[Na+] (sodium chloride), BrC1=C(C=CC=C1)NS(=O)(=O)C1=CC=C(C=C1)OC (N-(2-Bromo-phenyl)4-methoxy-benzenesulfonamide), C([O-])([O-])=O.[Na+].[Na+] (sodium carbonate). Reagents/catalysts: C=1C=CC(=CC1)[P](C=2C=CC=CC2)(C=3C=CC=CC3)[Pd]([P](C=4C=CC=CC4)(C=5C=CC=CC5)C=6C=CC=CC6)([P](C=7C=CC=CC7)(C=8C=CC=CC8)C=9C=CC=CC9)[P](C=1C=CC=CC1)(C=1C=CC=CC1)C=1C=CC=CC1 (tetrakis(triphenylphosphine)palladium). The solvent is C(C)O (ethanol), C(OC)COC (dimethoxyethane). Run at temperature 100 celsius. Yields the product C(C)(=O)C1=C(C=CC=C1)C1=C(C=CC=C1)NS(=O)(=O)C1=CC=C(C=C1)OC (N-(2′-Acetyl-biphenyl-2-yl)-4-methoxy-benzenesulfonamide). RXN SMILES: Br[C:2]1[CH:7]=[CH:6][CH:5]=[CH:4][C:3]=1[NH:8][S:9]([C:12]1[CH:17]=[CH:16][C:15]([O:18][CH3:19])=[CH:14][CH:13]=1)(=[O:11])=[O:10].[C:20]([C:23]1[CH:28]=[CH:27][CH:26]=[CH:25][C:24]=1B(O)O)(=[O:22])[CH3:21].C(=O)([O-])[O-].[Na+].[Na+].[Cl-].[Na+]>C(COC)OC.C(O)C.C1C=CC([P]([Pd]([P](C2C=CC=CC=2)(C2C=CC=CC=2)C2C=CC=CC=2)([P](C2C=CC=CC=2)(C2C=CC=CC=2)C2C=CC=CC=2)[P](C2C=CC=CC=2)(C2C=CC=CC=2)C2C=CC=CC=2)(C2C=CC=CC=2)C2C=CC=CC=2)=CC=1>[C:20]([C:23]1[CH:28]=[CH:27][CH:26]=[CH:25][C:24]=1[C:2]1[CH:7]=[CH:6][CH:5]=[CH:4][C:3]=1[NH:8][S:9]([C:12]1[CH:17]=[CH:16][C:15]([O:18][CH3:19])=[CH:14][CH:13]=1)(=[O:11])=[O:10])(=[O:22])[CH3:21] |f:2.3.4,5.6,^1:52,54,73,92|. Reported procedure: N-(2-Bromo-phenyl)4-methoxy-benzenesulfonamide (0.34 g, 0.99 mmol) was dissolved in dimethoxyethane (4 mL) and tetrakis(triphenylphosphine)palladium (0) (0.23 g, 0.2 mmol) was added. 2-acetylphenylboronic acid (0.16 g, 0.99 mmol), dissolved in ethanol (1 mL), was added, followed by aqueous sodium carbonate (4.2 mL, 2 M). The reaction mixture was heated at 100° C. for 14 hours. The mixture was diluted with a saturated, aqueous sodium chloride solution (200 mL) and extracted with dichloromethane (... Starting materials: CO, O=CO, CCOC(=O)C(=NO)c1ccc2cc(OC)ccc2c1, [Zn]. The product is CCOC(=O)C(N)c1ccc2cc(OC)ccc2c1. Reaction SMILES: [CH3:24][OH:25].[CH:21]([OH:22])=[O:23].[OH:1][N:2]=[C:3]([C:4](=[O:5])[O:6][CH2:7][CH3:8])[c:9]1[cH:10][c:11]2[cH:12][cH:13][c:14]([O:19][CH3:20])[cH:15][c:16]2[cH:17][cH:18]1.[Zn:26]>>[NH2:2][CH:3]([C:4](=[O:5])[O:6][CH2:7][CH3:8])[c:9]1[cH:10][c:11]2[cH:12][cH:13][c:14]([O:19][CH3:20])[cH:15][c:16]2[cH:17][cH:18]1. Reactants: O=C([O-])[O-], CCOC(C)=O, CN(C)C=O, C1CCC2OC2C1, [Cs+], [Cs+], O, CCCc1nc(C)n(-c2ccc(O)cc2)c(=O)c1Cc1ccc(-c2ccccc2C#N)cc1. Product: CCCc1nc(C)n(-c2ccc(OC3CCCCC3O)cc2)c(=O)c1Cc1ccc(-c2ccccc2C#N)cc1. As a reaction SMILES: [C:41](=[O:42])([O-:43])[O-:44].[CH3:47][CH2:48][O:49][C:50](=[O:51])[CH3:52].[CH3:53][N:54]([CH3:55])[CH:56]=[O:57].[CH:34]12[CH:35]([CH2:36][CH2:37][CH2:38][CH2:39]1)[O:40]2.[Cs+:45].[Cs+:46].[OH2:58].[OH:1][c:2]1[cH:3][cH:4][c:5](-[n:8]2[c:9]([CH3:33])[n:10][c:11]([CH2:30][CH2:31][CH3:32])[c:12]([CH2:15][c:16]3[cH:17][cH:18][c:19](-[c:22]4[c:23]([C:28]#[N:29])[cH:24][cH:25][cH:26][cH:27]4)[cH:20][cH:21]3)[c:13]2=[O:14])[cH:6][cH:7]1>>[O:1]([c:2]1[cH:3][cH:4][c:5](-[n:8]2[c:9]([CH3:33])[n:10][c:11]([CH2:30][CH2:31][CH3:32])[c:12]([CH2:15][c:16]3[cH:17][cH:18][c:19](-[c:22]4[c:23]([C:28]#[N:29])[cH:24][cH:25][cH:26][cH:27]4)[cH:20][cH:21]3)[c:13]2=[O:14])[cH:6][cH:7]1)[CH:34]1[CH:35]([OH:40])[CH2:36][CH2:37][CH2:38][CH2:39]1. Starting materials: O=C(O)c1ccc2nc(-c3c(Cl)cccc3C(F)(F)F)[nH]c2c1, CN(C)C=O, O=S(Cl)Cl. Product: O=C(Cl)c1ccc2nc(-c3c(Cl)cccc3C(F)(F)F)[nH]c2c1. Reaction SMILES: [Cl:1][c:2]1[c:3](-[c:12]2[nH:13][c:14]3[c:15]([n:16]2)[cH:17][cH:18][c:19]([C:21](=[O:22])[OH:23])[cH:20]3)[c:4]([C:8]([F:9])([F:10])[F:11])[cH:5][cH:6][cH:7]1.[O:24]=[CH:25][N:26]([CH3:27])[CH3:28].[S:29]([Cl:30])([Cl:31])=[O:32]>>[Cl:1][c:2]1[c:3](-[c:12]2[nH:13][c:14]3[c:15]([n:16]2)[cH:17][cH:18][c:19]([C:21](=[O:22])[Cl:31])[cH:20]3)[c:4]([C:8]([F:9])([F:10])[F:11])[cH:5][cH:6][cH:7]1.